Dataset: the Open Reaction Database (ORD), a public repository of structured organic reaction records. Task: describe an organic reaction: reactants, conditions, products, and yield The reactants are ClC1=C(C(=CC(=C1)OC=1C=CC2=C(N(N=N2)C(C(=O)O)C)C1)F)C(F)(F)F (6-[(2-chloro-α,α,α,6-tetrafluoro-p-tolyl)oxy]-α-methyl-1H-benzotriazole-1-acetic acid), S(=O)(Cl)Cl (thionyl chloride), C(Cl)Cl (methylene chloride). The reagents and catalysts are CN(C=O)C (dimethylformamide). Run in 1T, C(C)#N (acetonitrile), C(Cl)(Cl)(Cl)Cl (carbon tetrachloride). Product: ClC1=C(C(=CC(=C1)OC=1C=CC2=C(N(N=N2)C(C(=O)OCC=CC)C)C1)F)C(F)(F)F (methylallyl 6-[(2-chloro-α,α,α,6-tetrafluoro-p-tolyl)oxy]-α-methyl-1H-benzotriazole-1-acetate). RXN SMILES: [Cl:1][C:2]1[CH:7]=[C:6]([O:8][C:9]2[CH:10]=[CH:11][C:12]3[N:16]=[N:15][N:14]([CH:17]([CH3:21])[C:18]([OH:20])=[O:19])[C:13]=3[CH:22]=2)[CH:5]=[C:4]([F:23])[C:3]=1[C:24]([F:27])([F:26])[F:25].S(Cl)(Cl)=O.C(Cl)Cl>CN(C)C=O.C(#N)C.C(Cl)(Cl)(Cl)Cl>[Cl:1][C:2]1[CH:7]=[C:6]([O:8][C:9]2[CH:10]=[CH:11][C:12]3[N:16]=[N:15][N:14]([CH:17]([CH3:21])[C:18]([O:20][CH2:7][CH:2]=[CH:3][CH3:4])=[O:19])[C:13]=3[CH:22]=2)[CH:5]=[C:4]([F:23])[C:3]=1[C:24]([F:27])([F:26])[F:25]. Procedure details: A mixture of 6-[(2-chloro-α,α,α,6-tetrafluoro-p-tolyl)oxy]-α-methyl-1H-benzotriazole-1-acetic acid, thionyl chloride (0.8 ml, 0.011 mole), and 2 drops of dimethylformamide i methylene chloride is heated at reflux temperature for 2 hours, cooled and concentrated in vacuo to give a residue which is re-evaporated four times with toluene at 60°. The resultant residue is treated with 2-methylallyl alcohol and pyridine, shaken until reaction is complete by infrared spectral analysis and concentrated i... Reactants: C(C1=CC=CC=C1)(=O)O[C@@H]1C(OC)O[C@H]([C@@H]1OC(C1=CC=CC=C1)=O)COC(C1=CC=CC=C1)=O (2,3,5-tri-O-benzoyl-1-O-methyl-L-ribofuranose), C(C1=CC=CC=C1)(=O)O[C@@H]1C(OC)O[C@H]([C@@H]1OC(C1=CC=CC=C1)=O)COC(C1=CC=CC=C1)=O (2,3,5-tri-O-benzoyl-1-O-methyl-L-ribofuranose), C(C)(=O)OC(C)=O (acetic anhydride), C(C)(=O)O (acetic acid), N1=CC=CC=C1 (pyridine), S(O)(O)(=O)=O (sulfuric acid), ice. The solvent is O (water). The product is C(C)(=O)OC1[C@@H](OC(C2=CC=CC=C2)=O)[C@@H](OC(C2=CC=CC=C2)=O)[C@@H](O1)COC(C1=CC=CC=C1)=O (1-O-acetyl-2,3,5-tri-O-benzoyl-L-ribofuranose). Reaction SMILES: [C:1]([O:9][C@H:10]1[C@@H:16]([O:17][C:18](=[O:25])[C:19]2[CH:24]=[CH:23][CH:22]=[CH:21][CH:20]=2)[C@H:15]([CH2:26][O:27][C:28](=[O:35])[C:29]2[CH:34]=[CH:33][CH:32]=[CH:31][CH:30]=2)[O:14][CH:11]1OC)(=[O:8])[C:2]1[CH:7]=[CH:6][CH:5]=[CH:4][CH:3]=1.C(OC(=O)C)(=O)C.[C:43]([OH:46])(=[O:45])[CH3:44].N1C=CC=CC=1.S(=O)(=O)(O)O>O>[C:43]([O:46][CH:11]1[O:14][C@@H:15]([CH2:26][O:27][C:28](=[O:35])[C:29]2[CH:34]=[CH:33][CH:32]=[CH:31][CH:30]=2)[C@H:16]([O:17][C:18](=[O:25])[C:19]2[CH:24]=[CH:23][CH:22]=[CH:21][CH:20]=2)[C@@H:10]1[O:9][C:1](=[O:8])[C:2]1[CH:3]=[CH:4][CH:5]=[CH:6][CH:7]=1)(=[O:45])[CH3:44]. Reported procedure: 59.40 g out of 62.69 g of the crude 2,3,5-tri-O-benzoyl-1-O-methyl-L-ribofuranose synthesized in (2) above was added to a 1-L flask. Thereafter, acetic anhydride (31.2 ml; 2.65 equivalents), acetic acid (26.7 ml; 3.73 equivalents), and pyridine (7.1 ml; 0.8 equivalents) were added to the flask. The obtained mixture was cooled to an ice-cooled temperature, and thereafter, concentrated sulfuric acid (13.5 ml; 2.03 equivalents) was slowly added dropwise thereto. After completion of the reaction for... The reactants are O[C@@H]1C[C@@H](N(C1)C(=O)OCC1=CC=CC=C1)C(=O)O (cis4-hydroxy-N-benzyloxycarbonyl-D-proline), N1C=NC=C1 (imidazole), CC(C)(C)[Si](C)(C)Cl (TBDMSCl). The solvent is CCOC(=O)C.CCCCCC (EtOAc hexane), CN(C)C=O (DMF). Conditions: time 16 hour. Yields the product [Si](C)(C)(C(C)(C)C)O[C@@H]1C[C@@H](N(C1)C(=O)OCC1=CC=CC=C1)C(=O)O (cis-4-(tert-butyldimethylsilyloxy)-N-benzyloxycarbonyl-D-proline). Yield: 89.5%. As a reaction SMILES: [OH:1][C@H:2]1[CH2:6][N:5]([C:7]([O:9][CH2:10][C:11]2[CH:16]=[CH:15][CH:14]=[CH:13][CH:12]=2)=[O:8])[C@@H:4]([C:17]([OH:19])=[O:18])[CH2:3]1.N1C=CN=C1.[CH3:25][C:26]([Si:29](Cl)([CH3:31])[CH3:30])([CH3:28])[CH3:27]>CN(C=O)C.CCOC(C)=O.CCCCCC>[Si:29]([O:1][C@H:2]1[CH2:6][N:5]([C:7]([O:9][CH2:10][C:11]2[CH:12]=[CH:13][CH:14]=[CH:15][CH:16]=2)=[O:8])[C@@H:4]([C:17]([OH:19])=[O:18])[CH2:3]1)([C:26]([CH3:28])([CH3:27])[CH3:25])([CH3:31])[CH3:30] |f:4.5|. Procedure: To a mixture of cis4-hydroxy-N-benzyloxycarbonyl-D-proline (18.74 g) and imidazole (11.56 g) in DMF (100 mL) was added TBDMSCl (23.36 g) at 5° C. After stirring at room temperature for 16 hours, the reaction mixture was diluted with EtOAc-hexane (1:1, 600 mL), washed with 1N HCl, water and brine, dried (MgSO4), and evaporated in vacuo. The residue was dissolved in MeOH-THF (3:1, 400 mL). To the solution was added an aqueous solution (100 mL) of K2CO3 (9.77 g) at 5° C., and the mixture was stirre... Starting materials: [Mg] (magnesium), BrC1=C(C=CC=C1)OC (2-bromoanisole), COC1=C(C=CC=C1)[Mg]Br (2-methoxyphenyl magnesium bromide), C1OC=2C=C(C=CC2O1)C1=C(C(C2=CC=CC=C12)=O)C(=O)OCC (ethyl 3-(3,4-methylenedioxyphenyl)-1-oxoindene-2-carboxylate), OC1(C(C(C2=CC=CC=C12)C1=CC2=C(C=C1)OCO2)C(=O)OCC)C2=C(C=CC=C2)OC (Ethyl (1RS)-1-Hydroxy-1-(2-methoxyphenyl)-3-(3,4-methylenedioxyphenyl)indane-2-carboxylate). Run in C1CCOC1.CCOCC (THF Et2O), C1CCOC1 (THF). Reaction conditions: time 15 minute. Yields the product COC1=C(C=CC=C1)C1C(C(C2=CC=CC=C12)C1=CC2=C(C=C1)OCO2)C(=O)O (1-(2-Methoxyphenyl)-3-(3,4-methylenedioxyphenyl)indane-2-carboxylic acid). As a reaction SMILES: O[C:2]1([C:25]2[CH:30]=[CH:29][CH:28]=[CH:27][C:26]=2[O:31][CH3:32])[C:10]2[C:5](=[CH:6][CH:7]=[CH:8][CH:9]=2)[CH:4]([C:11]2[CH:16]=[CH:15][C:14]3[O:17][CH2:18][O:19][C:13]=3[CH:12]=2)[CH:3]1[C:20]([O:22]CC)=[O:21].[Mg].BrC1C=CC=CC=1OC.COC1C=CC=CC=1[Mg]Br.C1OC2C=CC(C3C4C(=CC=CC=4)C(=O)C=3C(OCC)=O)=CC=2O1>C1COCC1.C1COCC1.CCOCC>[CH3:32][O:31][C:26]1[CH:27]=[CH:28][CH:29]=[CH:30][C:25]=1[CH:2]1[C:10]2[C:5](=[CH:6][CH:7]=[CH:8][CH:9]=2)[CH:4]([C:11]2[CH:16]=[CH:15][C:14]3[O:17][CH2:18][O:19][C:13]=3[CH:12]=2)[CH:3]1[C:20]([OH:22])=[O:21] |f:6.7|. Reported procedure: Ethyl (1RS)-1-Hydroxy-1-(2-methoxyphenyl)-3-(3,4-methylenedioxyphenyl)indane-2-carboxylate. To dry magnesium turnings (81 mg, 3.4 mmol) under an argon atmosphere was added a solution of 2-bromoanisole (0.64 g, 3.4 mmol) in 5:1 THF/Et2O (3 ml). A portion of the resulting 2-methoxyphenyl magnesium bromide solution (0.45 ml, 0.51 mmol) was added dropwise to a solution of ethyl 3-(3,4-methylenedioxyphenyl)-1-oxoindene-2-carboxylate (100 mg, 0.34 mmol) in THF (6 ml) under an argon atmosphere at 0° C....